describe an organic reaction: reactants, conditions, products, and yield From a dataset of the Open Reaction Database (ORD), a public repository of structured organic reaction records. Starting materials: O(C1=CC=CC=C1)CC1=CC=C(OC(C#N)C)C=C1 (2-(4-phenoxymethylphenoxy)-propionitrile), O (water), C(C)O (ethanol), [OH-].[K+] (KOH). The product is O(C1=CC=CC=C1)CC1=CC=C(OC(C(=O)O)C)C=C1 (2-(4-phenoxymethylphenoxy)-propionic acid). Reaction SMILES: [O:1]([CH2:8][C:9]1[CH:19]=[CH:18][C:12]([O:13][CH:14]([CH3:17])[C:15]#N)=[CH:11][CH:10]=1)[C:2]1[CH:7]=[CH:6][CH:5]=[CH:4][CH:3]=1.C(O)C.[OH-:23].[K+].[OH2:25]>>[O:1]([CH2:8][C:9]1[CH:19]=[CH:18][C:12]([O:13][CH:14]([CH3:17])[C:15]([OH:25])=[O:23])=[CH:11][CH:10]=1)[C:2]1[CH:7]=[CH:6][CH:5]=[CH:4][CH:3]=1 |f:2.3|. Reported procedure: One gram of 2-(4-phenoxymethylphenoxy)-propionitrile (obtainable from 4-phenoxymethylphenol and 2-bromopropionitrile) is refluxed in 15 ml. of ethanol and 2 ml. of water with 2 g. of KOH for 40 hours. The mixture is then evaporated and worked up as usual, yielding 2-(4-phenoxymethylphenoxy)-propionic acid.